describe an organic reaction: reactants, conditions, products, and yield From a dataset of the Open Reaction Database (ORD), a public repository of structured organic reaction records. Yields the product O=c1c(Cc2cccnc2)cn2c3cc(Br)ccc3sc3cc(OCc4cncc(CO)c4)cc1c32. The reactants are CC(=O)OCc1cncc(COc2cc3sc4ccc(Br)cc4n4cc(Cc5cccnc5)c(=O)c(c2)c34)c1, [Na+], [OH-], O. As a reaction SMILES: [C:1](=[O:2])([CH3:3])[O:4][CH2:5][c:6]1[cH:7][c:8]([CH2:12][O:13][c:14]2[cH:15][c:16]3[s:17][c:18]4[cH:19][cH:20][c:21]([Br:39])[cH:22][c:23]4[n:24]4[c:25]3[c:26]([cH:27]2)[c:28](=[O:38])[c:29]([CH2:31][c:32]2[cH:33][n:34][cH:35][cH:36][cH:37]2)[cH:30]4)[cH:9][n:10][cH:11]1.[Na+:41].[OH-:40].[OH2:42]>>[OH:4][CH2:5][c:6]1[cH:7][c:8]([CH2:12][O:13][c:14]2[cH:15][c:16]3[s:17][c:18]4[cH:19][cH:20][c:21]([Br:39])[cH:22][c:23]4[n:24]4[c:25]3[c:26]([cH:27]2)[c:28](=[O:38])[c:29]([CH2:31][c:32]2[cH:33][n:34][cH:35][cH:36][cH:37]2)[cH:30]4)[cH:9][n:10][cH:11]1. The reactants are ClC1=CC=2C(=NN(N2)C=2C=C(CCC(=O)OC)C=C(C2O)C(C)(C)C)C=C1 (Methyl 3-(5-chlorobenzotriazol-2-yl)-5-tert-butyl-4-hydroxyhydrocinnamate), CN1C(CC(CC1(C)C)O)(C)C (1,2,2,6,6-pentamethyl-4-hydroxypiperidine). The product is ClC1=CC=2C(=NN(N2)C=2C=C(CCC(=O)OC3CC(N(C(C3)(C)C)C)(C)C)C=C(C2O)C(C)(C)C)C=C1 (1,2,2,6,6-Pentamethylpiperidin-4-yl 3-(5-Chlorobenzotriazol-2-yl)-5-tert-butyl-4-hydroxyhydrocinnamate). Reaction SMILES: [Cl:1][C:2]1[CH:27]=[CH:26][C:5]2=[N:6][N:7]([C:9]3[CH:10]=[C:11]([CH:18]=[C:19]([C:22]([CH3:25])([CH3:24])[CH3:23])[C:20]=3[OH:21])[CH2:12][CH2:13][C:14]([O:16][CH3:17])=[O:15])[N:8]=[C:4]2[CH:3]=1.[CH3:28][N:29]1[C:34]([CH3:36])([CH3:35])[CH2:33]C(O)[CH2:31][C:30]1([CH3:39])[CH3:38]>>[Cl:1][C:2]1[CH:27]=[CH:26][C:5]2=[N:6][N:7]([C:9]3[CH:10]=[C:11]([CH:18]=[C:19]([C:22]([CH3:23])([CH3:24])[CH3:25])[C:20]=3[OH:21])[CH2:12][CH2:13][C:14]([O:16][CH:17]3[CH2:33][C:34]([CH3:36])([CH3:35])[N:29]([CH3:28])[C:30]([CH3:39])([CH3:38])[CH2:31]3)=[O:15])[N:8]=[C:4]2[CH:3]=1. Procedure: Methyl 3-(5-chlorobenzotriazol-2-yl)-5-tert-butyl-4-hydroxyhydrocinnamate (10.0 g, 0.026 mol) and 1,2,2,6,6-pentamethyl-4-hydroxypiperidine (3.98 g, 0.023 mol) are reacted together according to the procedure of Example 1. The title compound is obtained in a yield of 3.23 g (26%) as an off-white solid, melting at 150-158° C., whose structure is consistent with 1Hnmr and mass spectrometry. The compound has a molar absorptivity of 17,092 l/mole cm. The reactants are CN(C)C=O, COC(=O)C(=O)c1ccc(O)cc1, O=C(CCl)c1cccc2ccccc12, [H-], [Na+]. Product: COC(=O)C(=O)c1ccc(OCC(=O)c2cccc3ccccc23)cc1. As a reaction SMILES: [CH3:30][N:31]([CH3:32])[CH:33]=[O:34].[CH3:3][O:4][C:5]([C:6]([c:7]1[cH:8][cH:9][c:10]([OH:13])[cH:11][cH:12]1)=[O:14])=[O:15].[Cl:16][CH2:17][C:18](=[O:19])[c:20]1[cH:21][cH:22][cH:23][c:24]2[cH:25][cH:26][cH:27][cH:28][c:29]12.[H-:1].[Na+:2]>>[CH3:3][O:4][C:5]([C:6]([c:7]1[cH:8][cH:9][c:10]([O:13][CH2:17][C:18](=[O:19])[c:20]2[cH:21][cH:22][cH:23][c:24]3[cH:25][cH:26][cH:27][cH:28][c:29]23)[cH:11][cH:12]1)=[O:14])=[O:15].